Dataset: the Open Reaction Database (ORD), a public repository of structured organic reaction records. Task: describe an organic reaction: reactants, conditions, products, and yield The reactants are [OH-].[Na+] (sodium hydroxide), OC1=CC=C2C=C(CCC2=C1)C(=O)O (7-hydroxy-1,2-dihydro-3-naphthoic acid), C([O-])([O-])=O.[K+].[K+] (potassium carbonate), [I-].[K+] (potassium iodide), COCCBr (methoxy ethyl bromide), Cl (hydrochloric acid). The solvent is O (water), CO (methanol), CN(C=O)C (N,N-dimethylformamide), C(C)(=O)OCC (ethyl acetate), O (water). Conditions: temperature 100 celsius, time 12 hour. Yields the product COCCOC1=CC=C2C=C(CCC2=C1)C(=O)O (7-methoxyethoxy-1,2-dihydro-3-naphthoic acid). RXN SMILES: [OH:1][C:2]1[CH:11]=[C:10]2[C:5]([CH:6]=[C:7]([C:12]([OH:14])=[O:13])[CH2:8][CH2:9]2)=[CH:4][CH:3]=1.C(=O)([O-])[O-].[K+].[K+].[I-].[K+].[CH3:23][O:24][CH2:25][CH2:26]Br.[OH-].[Na+].Cl>CO.O.C(OCC)(=O)C.CN(C)C=O>[CH3:23][O:24][CH2:25][CH2:26][O:1][C:2]1[CH:11]=[C:10]2[C:5]([CH:6]=[C:7]([C:12]([OH:14])=[O:13])[CH2:8][CH2:9]2)=[CH:4][CH:3]=1 |f:1.2.3,4.5,7.8|. Reported procedure: A mixture of 7-hydroxy-1,2-dihydro-3-naphthoic acid (1 g), potassium carbonate (5 g), potassium iodide (2.5 g), N,N-dimethylformamide (30 ml) and methoxy ethyl bromide (2 ml) is stirred for 12 hours at 100° C. After cooling, water (300 ml) and ethyl acetate (200 ml) are added to the reaction mixture, and the mixture is shaken thoroughly. The organic layer is separated, washed with water, dried and evaporated under reduced pressure. the residue is purified by silica gel column chromatography (hex...